This data is from the Open Reaction Database (ORD), a public repository of structured organic reaction records. The task is: describe an organic reaction: reactants, conditions, products, and yield Reactants: C(#N)CNC(=O)[C@H]1[C@@H](CCCC1)CS(=O)(=O)C1=CC=C(C=C1)SCCNC(=O)OC(C)(C)C (trans-N-cyanomethyl-2-[4-(tert-butoxycarbonylaminoethylsulfanyl)-benzenesulfonylmethyl]cyclohexanecarboxamide), CS(=O)(=O)O (methanesulfonic acid), CCOCC (Ether). Solvent: O1CCCC1 (tetrahydrofuran). Reaction conditions: time 8 hour. Yields the product S(C)(=O)(=O)O.C(#N)CNC(=O)[C@H]1[C@@H](CCCC1)CS(=O)(=O)C1=CC=C(C=C1)SCCN (trans-N-cyanomethyl-2-[4-(aminoethylsulfanyl)-benzenesulfonylmethyl]-cyclohexanecarboxamide mesylate salt), mesylate salt. As a reaction SMILES: [C:1]([CH2:3][NH:4][C:5]([C@@H:7]1[CH2:12][CH2:11][CH2:10][CH2:9][C@H:8]1[CH2:13][S:14]([C:17]1[CH:22]=[CH:21][C:20]([S:23][CH2:24][CH2:25][NH:26]C(OC(C)(C)C)=O)=[CH:19][CH:18]=1)(=[O:16])=[O:15])=[O:6])#[N:2].[CH3:34][S:35]([OH:38])(=[O:37])=[O:36].CCOCC>O1CCCC1>[S:35]([OH:38])(=[O:37])(=[O:36])[CH3:34].[C:1]([CH2:3][NH:4][C:5]([C@@H:7]1[CH2:12][CH2:11][CH2:10][CH2:9][C@H:8]1[CH2:13][S:14]([C:17]1[CH:22]=[CH:21][C:20]([S:23][CH2:24][CH2:25][NH2:26])=[CH:19][CH:18]=1)(=[O:15])=[O:16])=[O:6])#[N:2] |f:4.5|. Procedure details: To a solution of trans-N-cyanomethyl-2-[4-(tert-butoxycarbonylaminoethylsulfanyl)-benzenesulfonylmethyl]cyclohexanecarboxamide (0.35 g, 0.706 mmol) in tetrahydrofuran (2 mL) at room temperature was added dry methanesulfonic acid (0.183 mL, 2.82 mmol). The reaction mixture was stirred overnight at room temperature. Ether (200 mL) was added. The supernatant was decanted. The residue was triturated twice with ether (50 mL each) and was then precipitated from methanol/ether, giving the title compoun... Starting materials: COc1ccc(-c2nccn2N=Cc2ccc(N(C)C)cc2)cc1, CC#N, O=C(CBr)c1ccc(Cl)cc1. Product: [Br-], COc1ccc(-c2n(N=Cc3ccc(N(C)C)cc3)cc[n+]2CC(=O)c2ccc(Cl)cc2)cc1. As a reaction SMILES: [CH3:12][N:13]([c:14]1[cH:15][cH:16][c:17]([CH:18]=[N:19][n:20]2[c:21](-[c:25]3[cH:26][cH:27][c:28]([O:31][CH3:32])[cH:29][cH:30]3)[n:22][cH:23][cH:24]2)[cH:33][cH:34]1)[CH3:35].[CH3:36][C:37]#[N:38].[Cl:1][c:2]1[cH:3][cH:4][c:5]([C:6]([CH2:7][Br:8])=[O:9])[cH:10][cH:11]1>>[Br-:8].[Cl:1][c:2]1[cH:3][cH:4][c:5]([C:6]([CH2:7][n+:22]2[c:21](-[c:25]3[cH:26][cH:27][c:28]([O:31][CH3:32])[cH:29][cH:30]3)[n:20]([N:19]=[CH:18][c:17]3[cH:16][cH:15][c:14]([N:13]([CH3:12])[CH3:35])[cH:34][cH:33]3)[cH:24][cH:23]2)=[O:9])[cH:10][cH:11]1. The reactants are [Si](C)(C)(C(C)(C)C)OCCCN1C(N(C2=C(C1=O)C=C(N=C2)Cl)C)=O (3-(3-(tert-butyldimethylsilyloxy)propyl)-6-chloro-1-methylpyrido[3,4-d]pyrimidine-2,4(1H,3H)-dione), [Li+].CC(C)[N-]C(C)C (LDA), ClC1=CC=C(C=O)C=C1 (4-chlorobenzaldehyde). The solvent is C1CCOC1 (THF), C1CCOC1 (THF). Reaction conditions: temperature -78 celsius, time 30 minute. Yields the product [Si](C)(C)(C(C)(C)C)OCCCN1C(N(C2=C(C1=O)C(=C(N=C2)Cl)C(O)C2=CC=C(C=C2)Cl)C)=O (3-(3-(tert-butyldimethylsilyloxy)propyl)-6-chloro-5-((4-chlorophenyl)(hydroxy)methyl)-1-methylpyrido[3,4-d]pyrimidine-2,4(1H,3H)-dione). Yield: 29.6%. As a reaction SMILES: [Si:1]([O:8][CH2:9][CH2:10][CH2:11][N:12]1[C:17](=[O:18])[C:16]2[CH:19]=[C:20]([Cl:23])[N:21]=[CH:22][C:15]=2[N:14]([CH3:24])[C:13]1=[O:25])([C:4]([CH3:7])([CH3:6])[CH3:5])([CH3:3])[CH3:2].[Li+].CC([N-]C(C)C)C.[Cl:34][C:35]1[CH:42]=[CH:41][C:38]([CH:39]=[O:40])=[CH:37][CH:36]=1>C1COCC1>[Si:1]([O:8][CH2:9][CH2:10][CH2:11][N:12]1[C:17](=[O:18])[C:16]2[C:19]([CH:39]([C:38]3[CH:41]=[CH:42][C:35]([Cl:34])=[CH:36][CH:37]=3)[OH:40])=[C:20]([Cl:23])[N:21]=[CH:22][C:15]=2[N:14]([CH3:24])[C:13]1=[O:25])([C:4]([CH3:6])([CH3:7])[CH3:5])([CH3:3])[CH3:2] |f:1.2|. Reported procedure: To a solution of 3-(3-(tert-butyldimethylsilyloxy)propyl)-6-chloro-1-methylpyrido[3,4-d]pyrimidine-2,4(1H,3H)-dione (383 mg, 1 mmol) in THF (4 mL) at −78° C. was added LDA (1.8N in THF, 2.7 mL, 4.86 mmol) dropwise. The reaction was stirred at −78° C. for 30 min then 4-chlorobenzaldehyde (280 mg, 2 mmol) in THF (1 mL) was added dropwise. After stirring for 20 min the reaction was quenched with aq. NH4Cl (2 mL) then diluted with EA (5 mL) and water (2 mL). The organic layer was washed with brine (...